describe an organic reaction: reactants, conditions, products, and yield From a dataset of the Open Reaction Database (ORD), a public repository of structured organic reaction records. The reactants are C[Li].CCOCC (methyllithium ether), ClC1=CC=C(C=C1)C(C)C=1OC(C(N1)(C)C(C)C)=O (2-[1-(4-chlorophenyl)ethyl]-4-isopropyl-4-methyl-1,3-oxazol-5-one), C(C)(=O)OCC (ethyl acetate), O (water). The solvent is O1CCCC1 (tetrahydrofuran), O1CCCC1 (tetrahydrofuran). Product: ClC1=CC=C(C=C1)C(C(=O)NC(C(C)=O)(C(C)C)C)C (2-(4-chlorophenyl)-N-[1-methyl-1-isopropyl-2-oxopropyl]propanamide). Isolated yield 55.6%. Reaction SMILES: [Cl:1][C:2]1[CH:7]=[CH:6][C:5]([CH:8]([C:10]2[O:11][C:12](=[O:19])[C:13]([CH:16]([CH3:18])[CH3:17])([CH3:15])[N:14]=2)[CH3:9])=[CH:4][CH:3]=1.C[Li].[CH3:22]COCC.C(OCC)(=O)C.O>O1CCCC1>[Cl:1][C:2]1[CH:7]=[CH:6][C:5]([CH:8]([CH3:9])[C:10]([NH:14][C:13]([CH3:15])([CH:16]([CH3:18])[CH3:17])[C:12](=[O:19])[CH3:22])=[O:11])=[CH:4][CH:3]=1 |f:1.2|. Procedure: 4.8 g (18 mmol) of 2-[1-(4-chlorophenyl)ethyl]-4-isopropyl-4-methyl-1,3-oxazol-5-one was dissolved in 40 ml of tetrahydrofuran. Thereto was dropwise added, at 5° C., a solution obtained by diluting 20.4 ml of a 1.14 M/liter methyllithium ether solution (23.3 mmol) with 50 ml of tetrahydrofuran. The mixture was kept at 10° C. or below and subjected to a reaction for 1 hour. After the completion of the reaction, ethyl acetate and water were added for phase separation. The separated organic layer w... Starting materials: C(=O)(Cl)Cl (phosgene), O (water), C1(=CC=CC=C1)O (phenol), O (water), C1(=CC=CC=C1)O (phenol), C(=O)(Cl)Cl (phosgene), C1(=CC=CC=C1)O (phenol), C(=O)(Cl)Cl (phosgene), C1(=CC=CC=C1)O (phenol), [OH-].[Na+] (sodium hydroxide). Solvent: C(Cl)Cl (methylene chloride), C(Cl)Cl (methylene chloride). The product is ClC(=O)OC1=CC=CC=C1 (Phenyl chloroform ate). Reaction SMILES: O.[C:2](Cl)([Cl:4])=[O:3].[C:6]1([OH:12])[CH:11]=[CH:10][CH:9]=[CH:8][CH:7]=1.[OH-].[Na+]>C(Cl)Cl>[Cl:4][C:2]([O:12][C:6]1[CH:11]=[CH:10][CH:9]=[CH:8][CH:7]=1)=[O:3] |f:3.4|. Procedure details: Phenyl chloroform ate was prepared in a stirred reactor at a temperature which was kept below 10° C. by cooling. 1320 ml of methylene chloride were provided in the reactor together with 150 ml of water. 7.4 g/minute of phosgene were dosed for 10 minutes. 70.5 g of phenol in 333 ml of methylene chloride were then dosed in the course of 35 minutes. During this dosing of phenol, 3.7 g/min. of phosgene were added. The pH was kept at a value of 2-4 by dosing with sodium hydroxide solution. During the... Starting materials: N1C(NCC1)=O (2-imidazolidinone), C(=O)([O-])[O-].[K+].[K+] (K2CO3), ClCC1=CC2=CC=CC=C2C=C1 (2-(chloromethyl)-naphthalene), O (water). The solvent is CS(=O)C (dimethylsulfoxide). Reaction conditions: time 1.8 hour. The product is C1=C(C=CC2=CC=CC=C12)CN1C(NCC1)=O (1-(2-Naphthylmethyl)-2-imidazolidinone). Yield: 56.0%. Reaction SMILES: [NH:1]1[CH2:5][CH2:4][NH:3][C:2]1=[O:6].C([O-])([O-])=O.[K+].[K+].Cl[CH2:14][C:15]1[CH:24]=[CH:23][C:22]2[C:17](=[CH:18][CH:19]=[CH:20][CH:21]=2)[CH:16]=1.O>CS(C)=O>[CH:16]1[C:17]2[C:22](=[CH:21][CH:20]=[CH:19][CH:18]=2)[CH:23]=[CH:24][C:15]=1[CH2:14][N:1]1[CH2:5][CH2:4][NH:3][C:2]1=[O:6] |f:1.2.3|. Procedure details: A 21.5g (0.25 mole) portion of 2-imidazolidinone in 250 ml of dimethylsulfoxide was treated with 34.5 g (0.25 mole) of K2CO3, 20 g (0.12 mole) of KI and 44.3 g (0.25 mole) of 2-(chloromethyl)-naphthalene. The reaction mixture was heated to 105° over 0.3 hours, held at 105°-110° for 1.8 hours and poured with rapid stirring into 1.5 l of water. The aqueous mixture was extracted with 1.3 l of chloroform. The chloroform extract was washed with 500 ml of water, dried over MgSO4 overnight and filtered...